This data is from the Open Reaction Database (ORD), a public repository of structured organic reaction records. The task is: describe an organic reaction: reactants, conditions, products, and yield Starting materials: C1(=CC=CC=C1)COC(C1=CC(=CC(=C1)OCCCCCCCCCCCCCCCCCC)O)=O (3-hydroxy-5-(octadecyloxy)benzoic acid phenylmethyl ester), BrCCCCC(=O)OC (methyl 5-bromovalerate), 5.6, C([O-])([O-])=O.[K+].[K+] (potassium carbonate), [I-].[Na+] (sodium iodide). Solvent: CC(=O)C (acetone), CN(C)C=O (DMF). Yields the product C1(=CC=CC=C1)COC(C1=CC(=CC(=C1)OCCCCC(=O)OC)OCCCCCCCCCCCCCCCCCC)=O (3-(octadecyloxy)-5-[(5-methoxy-5-oxopentyl)oxy]benzoic acid phenylmethyl ester). The yield is 92.5%. RXN SMILES: [C:1]1([CH2:7][O:8][C:9](=[O:36])[C:10]2[CH:15]=[C:14]([O:16][CH2:17][CH2:18][CH2:19][CH2:20][CH2:21][CH2:22][CH2:23][CH2:24][CH2:25][CH2:26][CH2:27][CH2:28][CH2:29][CH2:30][CH2:31][CH2:32][CH2:33][CH3:34])[CH:13]=[C:12]([OH:35])[CH:11]=2)[CH:6]=[CH:5][CH:4]=[CH:3][CH:2]=1.Br[CH2:38][CH2:39][CH2:40][CH2:41][C:42]([O:44][CH3:45])=[O:43].C(=O)([O-])[O-].[K+].[K+].[I-].[Na+]>CC(C)=O.CN(C=O)C>[C:1]1([CH2:7][O:8][C:9](=[O:36])[C:10]2[CH:11]=[C:12]([O:35][CH2:38][CH2:39][CH2:40][CH2:41][C:42]([O:44][CH3:45])=[O:43])[CH:13]=[C:14]([O:16][CH2:17][CH2:18][CH2:19][CH2:20][CH2:21][CH2:22][CH2:23][CH2:24][CH2:25][CH2:26][CH2:27][CH2:28][CH2:29][CH2:30][CH2:31][CH2:32][CH2:33][CH3:34])[CH:15]=2)[CH:6]=[CH:5][CH:4]=[CH:3][CH:2]=1 |f:2.3.4,5.6|. Procedure details: A mixture of 10.0 g (0.02 mol) of 3-hydroxy-5-(octadecyloxy)benzoic acid phenylmethyl ester, 4.3 ml (0.03 mol) of methyl 5-bromovalerate, 5.6 (0.04 mol) of potassium carbonate and 3.0 g (0.02 mol) of sodium iodide in 300 ml of acetone and 75 ml of DMF was stirred at reflux under argon for 40 hours. The reaction mixture was filtered and the filtrate was concentrated at reduced pressure to a solid which was recrystallized from methylene chloride-methanol to give 11.3 g (92% yield, mp 40°-42°) of 3...